Dataset: the Open Reaction Database (ORD), a public repository of structured organic reaction records. Task: describe an organic reaction: reactants, conditions, products, and yield Starting materials: CCOC(=O)OCC, COCCOC, C[O-], [Na+], O, OCC(O)CNc1ccccc1. The product is O=C1OC(CO)CN1c1ccccc1. RXN SMILES: [C:19](=[O:20])([O:21][CH2:22][CH3:23])[O:24][CH2:25][CH3:26].[CH3:13][O:14][CH2:15][CH2:16][O:17][CH3:18].[CH3:27][O-:28].[Na+:29].[OH2:30].[c:1]1([NH:7][CH2:8][CH:9]([CH2:10][OH:11])[OH:12])[cH:2][cH:3][cH:4][cH:5][cH:6]1>>[c:1]1([N:7]2[CH2:8][CH:9]([CH2:10][OH:11])[O:12][C:13]2=[O:14])[cH:2][cH:3][cH:4][cH:5][cH:6]1. Starting materials: N1=C(C=CC2=CC=CC=C12)COC1=CC=C(OCCCC#N)C=C1 (4-[4-(2-quinolylmethyloxy)phenoxy]butyronitrile), [N-]=[N+]=[N-].[Na+] (sodium azide), [Cl-].[NH4+] (ammonium chloride), CN(C=O)C (dimethylformamide). The solvent is [OH-].[Na+] (sodium hydroxide). Product: N1=C(C=CC2=CC=CC=C12)COC1=CC=C(OCCCC2=NN=NN2)C=C1 (5-[3-(4-(2-Quinolylmethyloxy)phenoxy)propyl]tetrazole). Yield: 46.2%. As a reaction SMILES: [N:1]1[C:10]2[C:5](=[CH:6][CH:7]=[CH:8][CH:9]=2)[CH:4]=[CH:3][C:2]=1[CH2:11][O:12][C:13]1[CH:24]=[CH:23][C:16]([O:17][CH2:18][CH2:19][CH2:20][C:21]#[N:22])=[CH:15][CH:14]=1.[N-:25]=[N+:26]=[N-:27].[Na+].[Cl-].[NH4+].CN(C)C=O>[OH-].[Na+]>[N:1]1[C:10]2[C:5](=[CH:6][CH:7]=[CH:8][CH:9]=2)[CH:4]=[CH:3][C:2]=1[CH2:11][O:12][C:13]1[CH:24]=[CH:23][C:16]([O:17][CH2:18][CH2:19][CH2:20][C:21]2[NH:27][N:26]=[N:25][N:22]=2)=[CH:15][CH:14]=1 |f:1.2,3.4,6.7|. Procedure: A mixture of 8.0 g of 4-[4-(2-quinolylmethyloxy)phenoxy]butyronitrile, 4.9 g of sodium azide and 4.0 g of ammonium chloride was heated with 25 ml of dry dimethylformamide at 140° C. for 20 hours. The reaction mixture was poured into ice, basified in 1N sodium hydroxide and extracted 2 times with warm ethyl acetate. The aqueous fraction was acidified with acetic acid. The product was filtered and washed with water to give 6.6 g of crude product. Crystallization from ethyl acetate gave 4.2 g of th... The product is [N+](=O)([O-])C=1C=C(C=O)C=C(C1)C(F)(F)F (3-nitro-5-(trifluoromethyl)benzaldehyde). Solvent: C(Cl)Cl (CH2Cl2). Procedure: A solution of [3-nitro-5-(trifluoromethyl)phenyl]methanol (400 mg, 1.88 mmol) in CH2Cl2 (20 mL) was cooled to 0° C. and then Dess-Martin periodinane (1.59 g, 3.76 mmol) was added. The reaction was slowly warmed to room temperature. After stirring at room temperature for twenty minutes, the reaction was poured into 1N NaOH (25 mL). The mixture was extracted with EtOAc (50 mL) and the organic extracts were washed with brine (25 mL), dried over Na2SO4, filtered, and concentrated. Purification by fl... RXN SMILES: [N+:1]([C:4]1[CH:5]=[C:6]([CH2:14][OH:15])[CH:7]=[C:8]([C:10]([F:13])([F:12])[F:11])[CH:9]=1)([O-:3])=[O:2].CC(OI1(OC(C)=O)(OC(C)=O)OC(=O)C2C=CC=CC1=2)=O.[OH-].[Na+]>C(Cl)Cl>[N+:1]([C:4]1[CH:5]=[C:6]([CH:7]=[C:8]([C:10]([F:11])([F:12])[F:13])[CH:9]=1)[CH:14]=[O:15])([O-:3])=[O:2] |f:2.3|. The reactants are CC(=O)OI1(C=2C=CC=CC2C(=O)O1)(OC(=O)C)OC(=O)C (Dess-Martin periodinane), [N+](=O)([O-])C=1C=C(C=C(C1)C(F)(F)F)CO ([3-nitro-5-(trifluoromethyl)phenyl]methanol), [OH-].[Na+] (NaOH). Reactants: CC(C(=O)OCC)C(=O)C (ethyl 2-methylacetoacetate), Cl[C@@H]1[C@H](C(N1C(C(=O)OC)=O)=O)N1C(C=2C(C1=O)=CC=CC2)=O (methyl [3S,4R]-2-(4-chloro-3-phthalimido-2-oxoazetidin-1-yl)-2-oxoacetate), ClCCl (dichloromethane), C[O-].[Na+] (sodium methoxide). Reagents/catalysts: C(C)(=O)O (acetic acid). Conditions: time 3 minute. Yields the product C(C)(=O)C(C)OC(=O)CC[C@@H]1[C@H](C(N1)=O)N1C(C=2C(C1=O)=CC=CC2)=O ([3R,4R]-4-[(1-Acetyl-1-ethoxycarbonyl)ethyl]-3-phthalimido-2-oxoazetidine). Reaction SMILES: [CH3:1][O-:2].[Na+].C[CH:5]([C:11]([CH3:13])=O)[C:6]([O:8][CH2:9][CH3:10])=[O:7].Cl[C@H]1[N:18](C(=O)C(OC)=O)[C:17](=[O:25])[C@@H:16]1[N:26]1[C:30](=[O:31])[C:29]2=[CH:32][CH:33]=[CH:34][CH:35]=[C:28]2[C:27]1=[O:36].Cl[CH2:38]Cl>C(O)(=O)C>[C:1]([CH:9]([O:8][C:6]([CH2:5][CH2:11][C@H:13]1[NH:18][C:17](=[O:25])[C@@H:16]1[N:26]1[C:30](=[O:31])[C:29]2=[CH:32][CH:33]=[CH:34][CH:35]=[C:28]2[C:27]1=[O:36])=[O:7])[CH3:10])(=[O:2])[CH3:38] |f:0.1|. Procedure details: To 10 ml of 0.2 M methanolic sodium methoxide cooled at -78° C., are added dropwise a solution of 864 mg of ethyl 2-methylacetoacetate and 672 mg (2 mMol) of methyl [3S,4R]-2-(4-chloro-3-phthalimido-2-oxoazetidin-1-yl)-2-oxoacetate in 5 ml of dichloromethane. After 3 min, 10 drops of acetic acid are added to the reaction mixture. The solvent is evaporated and the residue is taken into ethyl acetate, washed with water and dried over anhydrous magnesium sulfate. The solution is evaporated to dryne...